Dataset: the Open Reaction Database (ORD), a public repository of structured organic reaction records. Task: describe an organic reaction: reactants, conditions, products, and yield Yields the product COc1ccc(NC2CC2)c(S(N)(=O)=O)c1. RXN SMILES: [CH2:14]([O:15][C:17]1([O:16][Si:20]([CH3:21])([CH3:22])[CH3:23])[CH2:18][CH2:19]1)[CH3:24].[CH3:25][C:26](=[O:27])[OH:28].[CH3:29][OH:30].[NH2:1][c:2]1[c:3]([S:10](=[O:11])(=[O:12])[NH2:13])[cH:4][c:5]([O:8][CH3:9])[cH:6][cH:7]1.[OH2:31]>>[NH:1]([c:2]1[c:3]([S:10](=[O:11])(=[O:12])[NH2:13])[cH:4][c:5]([O:8][CH3:9])[cH:6][cH:7]1)[CH:17]1[CH2:18][CH2:19]1. The reactants are CCOC1(O[Si](C)(C)C)CC1, CC(=O)O, CO, COc1ccc(N)c(S(N)(=O)=O)c1, O.